Task: describe an organic reaction: reactants, conditions, products, and yield. Dataset: the Open Reaction Database (ORD), a public repository of structured organic reaction records Starting materials: Cl.C1=CC=CC=2C3=CC=CC=C3C(C12)=CC1=CC=C(C(C)N)C=C1 (ρ-(fluoren-9-ylidenemethyl)-α-methylbenzylamine hydrochloride), Cl.CC(C1=CC=C(C=C1)CCC1=CC=CC=C1)N (α-methyl-ρ-phenethylbenzylamine hydrochloride). Product: C1=CC=CC=2C3=CC=CC=C3C(C12)=CC1=CC=C(C=C1)C(C)N=C1NCCCCC1 (2-[[1-[ρ-(fluoren-9-ylidenemethyl)phenyl]ethylimino]]-hexahydro-1H-azepine). As a reaction SMILES: Cl.[CH:2]1[C:14]2[C:13](=[CH:15][C:16]3[CH:24]=[CH:23][C:19]([CH:20]([NH2:22])[CH3:21])=[CH:18][CH:17]=3)[C:12]3[C:7](=[CH:8][CH:9]=[CH:10][CH:11]=3)[C:6]=2[CH:5]=[CH:4][CH:3]=1.Cl.C[CH:27]([NH2:42])[C:28]1C=[CH:32][C:31](CCC2C=CC=CC=2)=[CH:30][CH:29]=1>>[CH:11]1[C:12]2[C:13](=[CH:15][C:16]3[CH:17]=[CH:18][C:19]([CH:20]([N:22]=[C:27]4[CH2:28][CH2:29][CH2:30][CH2:31][CH2:32][NH:42]4)[CH3:21])=[CH:23][CH:24]=3)[C:14]3[C:6](=[CH:5][CH:4]=[CH:3][CH:2]=3)[C:7]=2[CH:8]=[CH:9][CH:10]=1 |f:0.1,2.3|. Reported procedure: Following essentially the same procedure described in Example IV above and substituting ρ-(fluoren-9-ylidenemethyl)-α-methylbenzylamine hydrochloride for the α-methyl-ρ-phenethylbenzylamine hydrochloride above results in the formation of 2-[[1-[ρ-(fluoren-9-ylidenemethyl)phenyl]ethylimino]]-hexahydro-1H-azepine, having a M.P. of 265.5°-7.5° C. (dec.)